describe an organic reaction: reactants, conditions, products, and yield From a dataset of the Open Reaction Database (ORD), a public repository of structured organic reaction records. Run at temperature 40 celsius, time 1 hour. Isolated yield 41.3%. Yields the product C(#N)C(C)(C)NC1=CC=C(C=C1)CCCC(=O)N (4-(4-((2-cyanopropan-2-yl)amino)phenyl)butanamide). Procedure: TMSCN (0.3 mL, 2.36 mmol) was added to a mixture of the compound 33 (140 mg, 0.79 mmol), acetone (0.35 mL, 1.56 mmol) and 12 (10 mg, 0.08 mmol). The reaction mixture was stirred at 40° C. for 1 h. The reaction was concentrated in vacuo. The residue was diluted with aqNa2SO3, and extracted with ethyl acetate. The combined organic layers were washed with aqNa2SO3 and brine, dried over Na2SO4 and concentrated to dryness to give compound 34 (80 mg) as a light yellow oil. The crude product was used d... Starting materials: [Si](C)(C)(C)C#N (TMSCN), NC1=CC=C(C=C1)CCCC(=O)N (4-(4-aminophenyl)butanamide), CC(=O)C (acetone), 12. As a reaction SMILES: [Si]([C:5]#[N:6])(C)(C)C.[NH2:7][C:8]1[CH:13]=[CH:12][C:11]([CH2:14][CH2:15][CH2:16][C:17]([NH2:19])=[O:18])=[CH:10][CH:9]=1.[CH3:20][C:21]([CH3:23])=O>>[C:5]([C:21]([NH:7][C:8]1[CH:9]=[CH:10][C:11]([CH2:14][CH2:15][CH2:16][C:17]([NH2:19])=[O:18])=[CH:12][CH:13]=1)([CH3:23])[CH3:20])#[N:6].